From a dataset of the Open Reaction Database (ORD), a public repository of structured organic reaction records. describe an organic reaction: reactants, conditions, products, and yield Starting materials: solution, C[Sn](C)(C)Cl (trimethyltin chloride), O (water), C(CCC)[Li] (n-butyllithium), BrC1=NC=CC=C1 (2-bromopyridine). Solvent: C1CCOC1 (THF), C1CCOC1 (THF). Reaction conditions: temperature -78 celsius, time 1 hour. The product is C[Sn](C1=NC=CC=C1)(C)C (2-(Trimethylstannyl)pyridine). As a reaction SMILES: C([Li])CCC.Br[C:7]1[CH:12]=[CH:11][CH:10]=[CH:9][N:8]=1.[CH3:13][Sn:14](Cl)([CH3:16])[CH3:15].O>C1COCC1>[CH3:13][Sn:14]([CH3:16])([CH3:15])[C:7]1[CH:12]=[CH:11][CH:10]=[CH:9][N:8]=1. Reported procedure: Under an argon atmosphere, 7.5 ml of n-butyllithium (15% strength in hexane, 12 mmol) were added dropwise to a solution of 1.9 g (12.0 mmol) of 2-bromopyridine in 50 ml of absolute THF cooled to −78° C. After stirring at −78° C. for 1 h, 12 ml (12 mmol) of a 1 M solution of trimethyltin chloride in THF were added dropwise and the mixture was stirred at −78° C. for a further hour. The reaction solution was warmed to 0° C. and treated with water. The organic phase was separated off and the aqueous... Reactants: CN(CCOc1cccc2c1[nH]c(=O)n2Cc1ccccc1)C(=O)OC(C)(C)C, CI, CN(C)C=O, [H-], [Na+], O. The product is CN(CCOc1cccc2c1n(C)c(=O)n2Cc1ccccc1)C(=O)OC(C)(C)C. As a reaction SMILES: [C:1]([CH3:2])([CH3:3])([CH3:4])[O:5][C:6]([N:7]([CH3:8])[CH2:9][CH2:10][O:11][c:12]1[cH:13][cH:14][cH:15][c:16]2[n:17]([CH2:22][c:23]3[cH:24][cH:25][cH:26][cH:27][cH:28]3)[c:18](=[O:21])[nH:19][c:20]12)=[O:29].[CH3:32][I:33].[CH3:35][N:36]([CH3:37])[CH:38]=[O:39].[H-:30].[Na+:31].[OH2:34]>>[C:1]([CH3:2])([CH3:3])([CH3:4])[O:5][C:6]([N:7]([CH3:8])[CH2:9][CH2:10][O:11][c:12]1[cH:13][cH:14][cH:15][c:16]2[n:17]([CH2:22][c:23]3[cH:24][cH:25][cH:26][cH:27][cH:28]3)[c:18](=[O:21])[n:19]([CH3:32])[c:20]12)=[O:29]. The reactants are C(C1=CC=CC=C1)OC1=CC=C(C=C1)N1C(N(C=2C1=NC=C(C2)Cl)CC)=O (3-[4-(benzyloxy)phenyl]-6-chloro-1-ethyl-1,3-dihydro-2H-imidazo[4,5-b]pyridin-2-one), C1(CCCCC1)P(C1=C(C=CC=C1)C1=C(C=CC=C1OC)OC)C1CCCCC1 (2-dicyclohexylphosphino-2′,6′-dimethoxy-1,1′-biphenyl), CN(C)C=O (DMF). Reagents/catalysts: [C-]#N.[Zn+2].[C-]#N (zinc cyanide), C=1C=CC(=CC1)/C=C/C(=O)/C=C/C2=CC=CC=C2.C=1C=CC(=CC1)/C=C/C(=O)/C=C/C2=CC=CC=C2.C=1C=CC(=CC1)/C=C/C(=O)/C=C/C2=CC=CC=C2.[Pd].[Pd] (Pd2(dba)3). Run at temperature 150 celsius. Product: C(C1=CC=CC=C1)OC1=CC=C(C=C1)N1C(N(C=2C1=NC=C(C2)C#N)CC)=O (3-[4-(benzyloxy)phenyl]-1-ethyl-2-oxo-2,3-dihydro-1H-imidazo[4,5-b]pyridine-6-carbonitrile). RXN SMILES: [CH2:1]([O:8][C:9]1[CH:14]=[CH:13][C:12]([N:15]2[C:19]3=[N:20][CH:21]=[C:22](Cl)[CH:23]=[C:18]3[N:17]([CH2:25][CH3:26])[C:16]2=[O:27])=[CH:11][CH:10]=1)[C:2]1[CH:7]=[CH:6][CH:5]=[CH:4][CH:3]=1.C1(P(C2CCCCC2)C2C=CC=CC=2C2C(OC)=CC=CC=2OC)CCCCC1.[CH3:57][N:58](C=O)C>[C-]#N.[Zn+2].[C-]#N.C1C=CC(/C=C/C(/C=C/C2C=CC=CC=2)=O)=CC=1.C1C=CC(/C=C/C(/C=C/C2C=CC=CC=2)=O)=CC=1.C1C=CC(/C=C/C(/C=C/C2C=CC=CC=2)=O)=CC=1.[Pd].[Pd]>[CH2:1]([O:8][C:9]1[CH:14]=[CH:13][C:12]([N:15]2[C:19]3=[N:20][CH:21]=[C:22]([C:57]#[N:58])[CH:23]=[C:18]3[N:17]([CH2:25][CH3:26])[C:16]2=[O:27])=[CH:11][CH:10]=1)[C:2]1[CH:7]=[CH:6][CH:5]=[CH:4][CH:3]=1 |f:3.4.5,6.7.8.9.10|. Procedure details: The mixture of 3-[4-(benzyloxy)phenyl]-6-chloro-1-ethyl-1,3-dihydro-2H-imidazo[4,5-b]pyridin-2-one (1 g), zinc cyanide (2.474 g), 2-dicyclohexylphosphino-2′,6′-dimethoxy-1,1′-biphenyl (0.216 g), Pd2(dba)3 (0.241 g) and DMF (20 mL) was heated at 150° C. for 1 h under microwave irradiation. The solid was removed by filtration, and the filtrate was concentrated in vacuo. The residue was purified by column chromatography (silica gel, eluted with 0%-50% EtOAc in hexane) to give 3-[4-(benzyloxy)phenyl... The reactants are C(C1=CC=CC=C1)OC([C@@H](N(C(CCCC)=O)CC1=CC=C(C=C1)C1=C(C=CC=C1)C1=NN=NN1C(C1=CC=CC=C1)(C1=CC=CC=C1)C1=CC=CC=C1)C(C)C)=O (N-[(2'-(1-triphenylmethyl-tetrazol-5-yl)biphenyl-4-yl)methyl]-N-valeryl-(L)-valine benzyl ester), Cl (hydrochloric acid). Solvent: O1CCOCC1 (dioxane). Reaction conditions: time 2 hour. Yields the product C(C1=CC=CC=C1)OC(=O)[C@H](C(C)C)N(CC1=CC=C(C=C1)C1=C(C=CC=C1)C1=NN=NN1)C(CCCC)=O ((S)-N-(1-Benzyloxycarbonyl-2-methyl-prop-1-yl)-N-pentanoyl-N-[2'-(1H-tetrazol-5-yl)biphenyl-4-ylmethyl]-amine). As a reaction SMILES: [CH2:1]([O:8][C:9](=[O:58])[C@H:10]([CH:55]([CH3:57])[CH3:56])[N:11]([CH2:18][C:19]1[CH:24]=[CH:23][C:22]([C:25]2[CH:30]=[CH:29][CH:28]=[CH:27][C:26]=2[C:31]2[N:35](C(C3C=CC=CC=3)(C3C=CC=CC=3)C3C=CC=CC=3)[N:34]=[N:33][N:32]=2)=[CH:21][CH:20]=1)[C:12](=[O:17])[CH2:13][CH2:14][CH2:15][CH3:16])[C:2]1[CH:7]=[CH:6][CH:5]=[CH:4][CH:3]=1.Cl>O1CCOCC1>[CH2:1]([O:8][C:9]([C@@H:10]([N:11]([C:12](=[O:17])[CH2:13][CH2:14][CH2:15][CH3:16])[CH2:18][C:19]1[CH:24]=[CH:23][C:22]([C:25]2[CH:30]=[CH:29][CH:28]=[CH:27][C:26]=2[C:31]2[NH:35][N:34]=[N:33][N:32]=2)=[CH:21][CH:20]=1)[CH:55]([CH3:57])[CH3:56])=[O:58])[C:2]1[CH:7]=[CH:6][CH:5]=[CH:4][CH:3]=1. Procedure details: A solution of 91 g (about 100 mmol) of crude N-[(2'-(1-triphenylmethyl-tetrazol-5-yl)biphenyl-4-yl)methyl]-N-valeryl-(L)-valine benzyl ester in 300 ml of dioxane is treated at 60° with 300 ml of 1N hydrochloric acid and kept at 60° for 2 hours. The dioxane is then evaporated in vacuo and the aqueous phase is rendered alkaline with 2N potassium hydroxide solution. Neutral portions are extracted with ether. The aqueous phase gives the crude title compound as an oil (Rf 0.40 in system A2) by acidif... Yields the product CC(C)(C)OC(=O)NCCCCCCOc1cccnc1. The reactants are CC(C)(C)OC(=O)NCCCCCCBr, CN(C)C=O, [H-], [Na+], O, Oc1cccnc1. As a reaction SMILES: [C:10]([CH3:11])([CH3:12])([CH3:13])[O:14][C:15](=[O:16])[NH:17][CH2:18][CH2:19][CH2:20][CH2:21][CH2:22][CH2:23][Br:24].[CH3:26][N:27]([CH3:28])[CH:29]=[O:30].[H-:8].[Na+:9].[OH2:25].[OH:1][c:2]1[cH:3][n:4][cH:5][cH:6][cH:7]1>>[O:1]([c:2]1[cH:3][n:4][cH:5][cH:6][cH:7]1)[CH2:23][CH2:22][CH2:21][CH2:20][CH2:19][CH2:18][NH:17][C:15]([O:14][C:10]([CH3:11])([CH3:12])[CH3:13])=[O:16]. The reactants are [Na] (sodium), CC(CC(=O)OCC)(C(C=C(Cl)Cl)Cl)C (ethyl 3,3-dimethyl-4,6,6-trichloro-5-hexenoate), O (water). The solvent is CO (methanol), CO (methanol). Run at time 2 hour. Product: CC1(C(C1C=C(Cl)Cl)C(=O)O)C (2,2-dimethyl-3-(2',2'-dichlorovinyl)-cyclopropane-carboxylic acid). The yield is 88.0%. Reaction SMILES: [Na].O.[CH3:3][C:4]([CH3:17])([CH:11](Cl)[CH:12]=[C:13]([Cl:15])[Cl:14])[CH2:5][C:6]([O:8]CC)=[O:7]>CO>[CH3:17][C:4]1([CH3:3])[CH:11]([CH:12]=[C:13]([Cl:14])[Cl:15])[CH:5]1[C:6]([OH:8])=[O:7] |^1:0|. Procedure details: 1.4 Parts of metallic sodium was dissolved in 50 parts of anhydrous methanol, and 5.5 parts of ethyl 3,3-dimethyl-4,6,6-trichloro-5-hexenoate prepared in the same manner as in Example 1 was added to the solution. The mixture was agitated for 2 hours under reflux of methanol. The liquid reaction mixture was naturally cooled, and 20 parts of water was added thereto and the mixture was agitated at 40° to 50° C. for 2 hours. Then, methanol was distilled under reduced pressure, and the residue was ne...